From a dataset of the Open Reaction Database (ORD), a public repository of structured organic reaction records. describe an organic reaction: reactants, conditions, products, and yield Starting materials: FC(C(=O)O)(F)F.COC1=CC=C(CN2N=CC(=C2)C=2C=C3N(N2)C=CN3C=3C=C(N)C=CC3C)C=C1 (3-{6-[1-(4-Methoxybenzyl)-1H-pyrazol-4-yl]-1H-imidazo[1,2-b]pyrazol-1-yl}-4-methylaniline trifluoroacetate), CC=1N(C=CN1)C=1C=C(C(=O)O)C=C(C1)C(F)(F)F (3-(2-methyl-1H-imidazol-1-yl)-5-(trifluoromethyl)benzoic acid). Product: COC1=CC=C(CN2N=CC(=C2)C=2C=C3N(N2)C=CN3C=3C=C(C=CC3C)NC(C3=CC(=CC(=C3)C(F)(F)F)N3C(=NC=C3)C)=O)C=C1 (N-(3-{6-[1-(4-Methoxybenzyl)-1H-pyrazol-4-yl]-1H-imidazo[1,2-b]pyrazol-1-yl}-4-methylphenyl)-3-(2-methyl-1H-imidazol-1-yl)-5-(trifluoromethyl)benzamide). RXN SMILES: FC(F)(F)C(O)=O.[CH3:8][O:9][C:10]1[CH:37]=[CH:36][C:13]([CH2:14][N:15]2[CH:19]=[C:18]([C:20]3[CH:21]=[C:22]4[N:27]([C:28]5[CH:29]=[C:30]([CH:32]=[CH:33][C:34]=5[CH3:35])[NH2:31])[CH:26]=[CH:25][N:23]4[N:24]=3)[CH:17]=[N:16]2)=[CH:12][CH:11]=1.[CH3:38][C:39]1[N:40]([C:44]2[CH:45]=[C:46]([CH:50]=[C:51]([C:53]([F:56])([F:55])[F:54])[CH:52]=2)[C:47](O)=[O:48])[CH:41]=[CH:42][N:43]=1>>[CH3:8][O:9][C:10]1[CH:11]=[CH:12][C:13]([CH2:14][N:15]2[CH:19]=[C:18]([C:20]3[CH:21]=[C:22]4[N:27]([C:28]5[CH:29]=[C:30]([NH:31][C:47](=[O:48])[C:46]6[CH:50]=[C:51]([C:53]([F:54])([F:55])[F:56])[CH:52]=[C:44]([N:40]7[CH:41]=[CH:42][N:43]=[C:39]7[CH3:38])[CH:45]=6)[CH:32]=[CH:33][C:34]=5[CH3:35])[CH:26]=[CH:25][N:23]4[N:24]=3)[CH:17]=[N:16]2)=[CH:36][CH:37]=1 |f:0.1|. Reported procedure: 60 mg (0.12 mmol) of the compound of Example 8A and 31.6 mg (0.12 mmol) of 3-(2-methyl-1H-imidazol-1-yl)-5-(trifluoromethyl)benzoic acid [lit.: WO 2004/005281-A1, Example 91b] were reacted and worked up analogously to the procedure of Example 48A. This gave 61 mg (77% of theory) of the title compound. Reactants: CO, COC(=O)CC1Cc2ccc(OCCCNc3cc(N)ccn3)cc2CNC1=O, O, CCOC(=O)CC1Cc2ccc(OCCCNc3ccccn3)cc2CNC1=O. Yields the product Nc1ccnc(NCCCOc2ccc3c(c2)CNC(=O)C(CC(=O)O)C3)c1. As a reaction SMILES: [CH3:59][OH:60].[NH2:1][c:2]1[cH:3][c:4]([NH:8][CH2:9][CH2:10][CH2:11][O:12][c:13]2[cH:14][c:15]3[c:16]([cH:28][cH:29]2)[CH2:17][CH:18]([CH2:23][C:24](=[O:25])[O:26][CH3:27])[C:19](=[O:22])[NH:20][CH2:21]3)[n:5][cH:6][cH:7]1.[OH2:61].[n:30]1[cH:31][cH:32][cH:33][cH:34][c:35]1[NH:36][CH2:37][CH2:38][CH2:39][O:40][c:41]1[cH:42][cH:43][c:44]2[c:57]([cH:58]1)[CH2:56][NH:55][C:53](=[O:54])[CH:46]([CH2:47][C:48]([O:49][CH2:50][CH3:51])=[O:52])[CH2:45]2>>[NH2:1][c:2]1[cH:3][c:4]([NH:8][CH2:9][CH2:10][CH2:11][O:12][c:13]2[cH:14][c:15]3[c:16]([cH:28][cH:29]2)[CH2:17][CH:18]([CH2:23][C:24](=[O:25])[OH:26])[C:19](=[O:22])[NH:20][CH2:21]3)[n:5][cH:6][cH:7]1.